This data is from the Open Reaction Database (ORD), a public repository of structured organic reaction records. The task is: describe an organic reaction: reactants, conditions, products, and yield Starting materials: ClC1=C(C=CC=C1C(F)(F)F)C[N+]#[C-] ([2-chloro-3-(trifluoromethyl)phenyl]methyl isocyanide), C(CC(=O)O)C=O (succinic semialdehyde), C1(CC1)N (cyclopropylamine), CO (methanol). Conditions: temperature 100 celsius. Product: ClC1=C(C=CC=C1C(F)(F)F)CNC([C@H]1N(C(CC1)=O)C1CC1)=O (N-{[2-Chloro-3-(trifluoromethyl)phenyl]methyl}-1-cyclopropyl-5-oxoprolinamide). Reaction SMILES: [Cl:1][C:2]1[C:7]([C:8]([F:11])([F:10])[F:9])=[CH:6][CH:5]=[CH:4][C:3]=1[CH2:12][N+:13]#[C-:14].[CH2:15]([CH:20]=O)[CH2:16][C:17](O)=[O:18].[CH:22]1([NH2:25])[CH2:24][CH2:23]1.C[OH:27]>>[Cl:1][C:2]1[C:7]([C:8]([F:10])([F:11])[F:9])=[CH:6][CH:5]=[CH:4][C:3]=1[CH2:12][NH:13][C:14](=[O:27])[C@@H:20]1[CH2:15][CH2:16][C:17](=[O:18])[N:25]1[CH:22]1[CH2:24][CH2:23]1. Reported procedure: To a solution of [2-chloro-3-(trifluoromethyl)phenyl]methyl isocyanide (0.088 g, 0.4 mmol) and succinic semialdehyde (15% in water, 0.26 ml, 0.4 mmol) in methanol (1.75 ml) was added cyclopropylamine (0.042 ml, 0.6 mmol). The mixture was heated to 100° C. for 30 minutes in a microwave reactor. The solvent was removed in vacuo and the residue was purified by mass-directed automated HPLC to give N-{[2-Chloro-3-(trifluoromethyl)phenyl]methyl}-1-cyclopropyl-5-oxoprolinamide (0.076 g) as a white soli...